Dataset: the Open Reaction Database (ORD), a public repository of structured organic reaction records. Task: describe an organic reaction: reactants, conditions, products, and yield Yields the product C1NCC2C(CCCC12)O (perhydroisoindol-4-ol). The reactants are solution, Cl (hydrogen chloride), OCC1CC(C2CN(CC2C1)C(=O)OC(C)(C)C)(O)C1=C(C=CC=C1)F ((3aRS,4RS,6SR,7aSR)-6-hydroxymethyl-4-(2-fluorophenyl)-2-tert-butyloxycarbonylperhydroisoindol-4-ol). Solvent: O1CCOCC1 (dioxane), O1CCOCC1 (dioxane). RXN SMILES: Cl.OC[CH:4]1[CH2:12][CH:11]2[CH:7]([CH2:8][N:9](C(OC(C)(C)C)=O)[CH2:10]2)[C:6](C2C=CC=CC=2F)([OH:20])[CH2:5]1>O1CCOCC1>[CH2:10]1[CH:11]2[CH:7]([CH:6]([OH:20])[CH2:5][CH2:4][CH2:12]2)[CH2:8][NH:9]1. Reported procedure: 17 cm3 of a 7N solution of hydrogen chloride in dioxane is added at room temperature to a solution of 3.35 g of (3aRS,4RS,6SR,7aSR)-6-hydroxymethyl-4-(2-fluorophenyl)-2-tert-butyloxycarbonylperhydroisoindol-4-ol in 35 cm3 of dioxane. The reaction mixture is stirred at this temperature for 2 hours, then concentrated to dryness under reduced pressure (2.7 kPa). Trituration in diisopropyl ether gives 2.77 g of (3aRS,4RS,6SR,7aSR)-6-hydroxymethyl-4-(]2-fluorophenyl)perhydroisoindol-4-ol in the form ... Run at time 2 hour. Starting materials: N#Cc1ccc(Br)cc1Cl, O=C([O-])[O-], CC(C)C1NC(=O)C(C)(C)C1=O, [Cs+], [Cs+], O=C(C=Cc1ccccc1)C=Cc1ccccc1, O=C(C=Cc1ccccc1)C=Cc1ccccc1, O=C(C=Cc1ccccc1)C=Cc1ccccc1, [Pd], [Pd], CC1(C)c2cccc(P(c3ccccc3)c3ccccc3)c2Oc2c(P(c3ccccc3)c3ccccc3)cccc21. The product is CC(C)C1C(=O)C(C)(C)C(=O)N1c1ccc(C#N)c(Cl)c1. Reaction SMILES: [Br:13][c:14]1[cH:15][c:16]([Cl:22])[c:17]([C:18]#[N:19])[cH:20][cH:21]1.[C:23](=[O:24])([O-:25])[O-:26].[CH:1]([CH3:2])([CH3:3])[CH:4]1[C:5](=[O:12])[C:6]([CH3:10])([CH3:11])[C:7](=[O:9])[NH:8]1.[Cs+:27].[Cs+:28].[O:109]=[C:110]([CH:111]=[CH:112][c:113]1[cH:114][cH:115][cH:116][cH:117][cH:118]1)[CH:119]=[CH:120][c:121]1[cH:122][cH:123][cH:124][cH:125][cH:126]1.[O:73]=[C:74]([CH:75]=[CH:76][c:77]1[cH:78][cH:79][cH:80][cH:81][cH:82]1)[CH:83]=[CH:84][c:85]1[cH:86][cH:87][cH:88][cH:89][cH:90]1.[O:91]=[C:92]([CH:93]=[CH:94][c:95]1[cH:96][cH:97][cH:98][cH:99][cH:100]1)[CH:101]=[CH:102][c:103]1[cH:104][cH:105][cH:106][cH:107][cH:108]1.[Pd:71].[Pd:72].[c:29]1([P:30]([c:31]2[cH:32][cH:33][cH:34][cH:35][cH:36]2)[c:37]2[c:38]3[c:62]([cH:63][cH:64][cH:65]2)[C:59]([CH3:60])([CH3:61])[c:41]2[c:40]([c:45]([P:46]([c:47]4[cH:48][cH:49][cH:50][cH:51][cH:52]4)[c:53]4[cH:54][cH:55][cH:56][cH:57][cH:58]4)[cH:44][cH:43][cH:42]2)[O:39]3)[cH:66][cH:67][cH:68][cH:69][cH:70]1>>[CH:1]([CH3:2])([CH3:3])[CH:4]1[C:5](=[O:12])[C:6]([CH3:10])([CH3:11])[C:7](=[O:9])[N:8]1[c:14]1[cH:15][c:16]([Cl:22])[c:17]([C:18]#[N:19])[cH:20][cH:21]1.